From a dataset of the Open Reaction Database (ORD), a public repository of structured organic reaction records. describe an organic reaction: reactants, conditions, products, and yield Starting materials: ClC=1C=NC(=C(C(=O)NC2(CC2)C2=CC=C(C(=O)OC)C=C2)C1)N1CC(CC1)COC1=CC(=CC=C1)F (methyl 4-(1-(5-chloro-2-(3-((3-fluorophenoxy)methyl)pyrrolidin-1-yl)nicotinamido)cyclopropyl)benzoate), O1CCOCC1 (1,4-dioxane), O.[OH-].[Li+] (lithium hydroxide monohydrate). Solvent: O (water). Conditions: time 5 minute. The product is ClC=1C=NC(=C(C(=O)NC2(CC2)C2=CC=C(C(=O)O)C=C2)C1)N1CC(CC1)COC1=CC(=CC=C1)F (4-(1-(5-chloro-2-(3-((3-fluorophenoxy)methyl)pyrrolidin-1-yl)nicotinamido)cyclopropyl)benzoic acid). Isolated yield 51.0%. RXN SMILES: [Cl:1][C:2]1[CH:3]=[N:4][C:5]([N:24]2[CH2:28][CH2:27][CH:26]([CH2:29][O:30][C:31]3[CH:36]=[CH:35][CH:34]=[C:33]([F:37])[CH:32]=3)[CH2:25]2)=[C:6]([CH:23]=1)[C:7]([NH:9][C:10]1([C:13]2[CH:22]=[CH:21][C:16]([C:17]([O:19]C)=[O:18])=[CH:15][CH:14]=2)[CH2:12][CH2:11]1)=[O:8].O1CCOCC1.O.[OH-].[Li+]>O>[Cl:1][C:2]1[CH:3]=[N:4][C:5]([N:24]2[CH2:28][CH2:27][CH:26]([CH2:29][O:30][C:31]3[CH:36]=[CH:35][CH:34]=[C:33]([F:37])[CH:32]=3)[CH2:25]2)=[C:6]([CH:23]=1)[C:7]([NH:9][C:10]1([C:13]2[CH:22]=[CH:21][C:16]([C:17]([OH:19])=[O:18])=[CH:15][CH:14]=2)[CH2:12][CH2:11]1)=[O:8] |f:2.3.4|. Procedure details: To a solution of methyl 4-(1-(5-chloro-2-(3-((3-fluorophenoxy)methyl)pyrrolidin-1-yl)nicotinamido)cyclopropyl)benzoate (D200) (37 mg, 0.070 mmol) in a mixture 1,4-dioxane and water (3:1) (2 ml) lithium hydroxide monohydrate (10 mg, 0.238 mmol) was added and the mixture was stirred 20 min (4 cycles of 5 min each) under microwaves irradiation. After solvent evaporation the residue was diluted with water (5 ml) and 1M HCl (5 ml) and extracted with ethylacetate (3×10 ml). Collected organics after so... Isolated yield 84.0%. Product: C(C1=CC=CC=C1)N1C(=CC=2C1=C(N=NC2)Cl)C (1-Benzyl-7-chloro-2-methylpyrrolo[2,3-d]pyridazine). Procedure: A suspension of 2.0 g (8.3 mmol) of 1-benzyl-2-methyl-6,7-dihydropyrrolo[2,3-d]pyridazine 7-one in 20 ml of phosphorus oxychloride is stirred at 85° C. for 7 h. The excess phosphorus oxychloride is subsequently distilled off and the residue is hydrolyzed in 50 ml of water. After neutralization with 2 N sodium hydroxide solution, the mixture is extracted with 3×50 ml of dichloromethane. The organic extracts are washed with 50 ml of water, dried over magnesium sulfate and concentrated. The residue... Reaction SMILES: [CH2:1]([N:8]1[C:12]2[C:13](=O)[NH:14][N:15]=[CH:16][C:11]=2[CH:10]=[C:9]1[CH3:18])[C:2]1[CH:7]=[CH:6][CH:5]=[CH:4][CH:3]=1.P(Cl)(Cl)([Cl:21])=O>>[CH2:1]([N:8]1[C:12]2=[C:13]([Cl:21])[N:14]=[N:15][CH:16]=[C:11]2[CH:10]=[C:9]1[CH3:18])[C:2]1[CH:7]=[CH:6][CH:5]=[CH:4][CH:3]=1. Run at temperature 85 celsius, time 7 hour. The reactants are C(C1=CC=CC=C1)N1C(=CC2=C1C(NN=C2)=O)C (1-benzyl-2-methyl-6,7-dihydropyrrolo[2,3-d]pyridazine 7-one), P(=O)(Cl)(Cl)Cl (phosphorus oxychloride).